The task is: describe an organic reaction: reactants, conditions, products, and yield. This data is from the Open Reaction Database (ORD), a public repository of structured organic reaction records. Starting materials: C(=O)(OC)C1CCC(CC1)=O (4-carbomethoxy-1-cyclohexanone), 4-carbomethoxy-1-cyclohexanone ethylene ketal[4], C1=CC=CC=C1 (benzene), C1(=CC=C(C=C1)S(=O)(=O)O)C (p-toluenesulfonic acid). Solvent: C(CO)O (ethylene glycol). The product is C1COC2(CCC(CC2)C(=O)OC)O1 (4-Carbomethoxy-1-cyclohexanone ethylene ketal). As a reaction SMILES: [C:1]([CH:5]1[CH2:10][CH2:9][C:8](=[O:11])[CH2:7][CH2:6]1)([O:3][CH3:4])=[O:2].[CH:12]1[CH:17]=CC=CC=1.C1(C)C=CC(S(O)(=O)=[O:25])=CC=1>C(O)CO>[CH2:17]1[O:25][C:8]2([CH2:9][CH2:10][CH:5]([C:1]([O:3][CH3:4])=[O:2])[CH2:6][CH2:7]2)[O:11][CH2:12]1. Procedure: A mixture of 189.7 g. of 4-carbomethoxy-1-cyclohexanone [3] (obtained as in Example 2B) in 2000 ml. of benzene, 67.5 ml. of ethylene glycol and 2.7 g. of p-toluenesulfonic acid is heated at reflux under a Dean-Stark trap for about 5 hours. After cooling, the solution is washed with saturated aqueous sodium bicarbonate and brine. The oily residue remaining when the organic solvent is evaporated to dryness and is distilled under vacuum to give 231.8 g. of 4-carbomethoxy-1-cyclohexanone ethylene ke...